From a dataset of the Open Reaction Database (ORD), a public repository of structured organic reaction records. describe an organic reaction: reactants, conditions, products, and yield Starting materials: C(C1=CC=CC=C1)C=1OC2=C(C1)C=C(C=C2)Br (2-Benzyl-5-bromobenzofuran), [Cl-] (chloride), C(C1=CC=CC=C1)C=1OC2=C(C1S(=O)(=O)C1=CC=C(C=C1)OC)C=C(C=C2)Br (2-benzyl-5-bromo-3-(4-methoxyphenylsulfonyl)benzofuran). The product is C(C1=CC=CC=C1)C=1OC2=C(C1S(=O)(=O)C1=CC=C(C=C1)O)C=C(C=C2)Br (2-benzyl-5-bromo-3-(4-hydroxyphenylsulfonyl)benzofuran). As a reaction SMILES: C(C1OC2C=CC(Br)=CC=2C=1)C1C=CC=CC=1.[Cl-].[CH2:19]([C:26]1[O:27][C:28]2[CH:45]=[CH:44][C:43]([Br:46])=[CH:42][C:29]=2[C:30]=1[S:31]([C:34]1[CH:39]=[CH:38][C:37]([O:40]C)=[CH:36][CH:35]=1)(=[O:33])=[O:32])[C:20]1[CH:25]=[CH:24][CH:23]=[CH:22][CH:21]=1>>[CH2:19]([C:26]1[O:27][C:28]2[CH:45]=[CH:44][C:43]([Br:46])=[CH:42][C:29]=2[C:30]=1[S:31]([C:34]1[CH:39]=[CH:38][C:37]([OH:40])=[CH:36][CH:35]=1)(=[O:33])=[O:32])[C:20]1[CH:21]=[CH:22][CH:23]=[CH:24][CH:25]=1. Procedure: 2-Benzyl-5-bromobenzofuran is acylated with 4-methoxyenzenesulfonyl chloride as described above and the resulting 2-benzyl-5-bromo-3-(4-methoxyphenylsulfonyl)benzofuran is demethylated to give 2-benzyl-5-bromo-3-(4-hydroxyphenylsulfonyl)benzofuran. Reactants: C(C)OC(C(C(=O)OCC)CCCCCCCC)=O (diethyl-n-octylmalonate), ice. Solvent: Cl (hydrochloric acid). Conditions: time 8 hour. Product: C(CCCCCCC)C(CO)CO (2-n-octylpropane-1,3-diol). The yield is 41.0%. As a reaction SMILES: C([O:3][C:4](=O)[CH:5]([CH2:11][CH2:12][CH2:13][CH2:14][CH2:15][CH2:16][CH2:17][CH3:18])[C:6](OCC)=[O:7])C>Cl>[CH2:11]([CH:5]([CH2:4][OH:3])[CH2:6][OH:7])[CH2:12][CH2:13][CH2:14][CH2:15][CH2:16][CH2:17][CH3:18]. Procedure details: Borane methyl sulfide (BMS) complex (80 g, 1 m) was added dropwise to a mixture of diethyl-n-octylmalonate (90 g, 0.33) and tolune (400 ml) with stirring at room temperature. Stirring was continued for an additional hour. The mixture was refluxed gently for 10 hours, cooled to 20° C., and then poured slowly into ice-cold methanol (400 ml) with stirring and left to stand overnight. The solvent was stripped off and the residue was stirred with 10% hydrochloric acid solution (400 ml) overnight. The... The reactants are O=C(O)C(Br)c1ccc(Cl)cc1, CC#N, Nc1ccccc1. Product: O=C(O)C(Nc1ccccc1)c1ccc(Cl)cc1. Reaction SMILES: [Br:1][CH:2]([C:3](=[O:4])[OH:5])[c:6]1[cH:7][cH:8][c:9]([Cl:12])[cH:10][cH:11]1.[CH3:20][C:21]#[N:22].[NH2:13][c:14]1[cH:15][cH:16][cH:17][cH:18][cH:19]1>>[CH:2]([C:3](=[O:4])[OH:5])([c:6]1[cH:7][cH:8][c:9]([Cl:12])[cH:10][cH:11]1)[NH:13][c:14]1[cH:15][cH:16][cH:17][cH:18][cH:19]1. Reactants: C(=O)O.NCCC1=CC=C(NC2CCN(CC2)C(=O)NCCC2=CC(=CC=C2)OC)C=C1 (4-[4-(2-Aminoethyl)anilino]-N-(3-methoxyphenethyl)-1-piperidine-carboxamide formate), C(C)(C)(C)[Si](C1=CC=CC=C1)(C1=CC=CC=C1)OC1=CC=C(C=C1)OCC1OC1 (tert-butyl-(4-oxiranylmethoxy-phenoxy)-diphenyl-silane). Run in C(Cl)(Cl)Cl.CO (chloroform methanol). The product is COC=1C=C(C=CC1)CCNC(=O)N1CCC(CC1)NC1=CC=C(C=C1)CCNC[C@@H](COC1=CC=C(C=C1)O)O (4-(4-{2-[(2S)-2-Hydroxy-3-(4-hydroxy-phenoxy)-propylamino]-ethyl}-phenylamino)-piperidine-1-carboxylic acid [2-(3-methoxy-phenyl)-ethyl]-amide). Isolated yield 19.7%. As a reaction SMILES: C(O)=O.[NH2:4][CH2:5][CH2:6][C:7]1[CH:32]=[CH:31][C:10]([NH:11][CH:12]2[CH2:17][CH2:16][N:15]([C:18]([NH:20][CH2:21][CH2:22][C:23]3[CH:28]=[CH:27][CH:26]=[C:25]([O:29][CH3:30])[CH:24]=3)=[O:19])[CH2:14][CH2:13]2)=[CH:9][CH:8]=1.C([Si]([O:50][C:51]1[CH:56]=[CH:55][C:54]([O:57][CH2:58][CH:59]2[CH2:61][O:60]2)=[CH:53][CH:52]=1)(C1C=CC=CC=1)C1C=CC=CC=1)(C)(C)C>C(Cl)(Cl)Cl.CO>[CH3:30][O:29][C:25]1[CH:24]=[C:23]([CH2:22][CH2:21][NH:20][C:18]([N:15]2[CH2:14][CH2:13][CH:12]([NH:11][C:10]3[CH:9]=[CH:8][C:7]([CH2:6][CH2:5][NH:4][CH2:61][C@H:59]([OH:60])[CH2:58][O:57][C:54]4[CH:55]=[CH:56][C:51]([OH:50])=[CH:52][CH:53]=4)=[CH:32][CH:31]=3)[CH2:17][CH2:16]2)=[O:19])[CH:28]=[CH:27][CH:26]=1 |f:0.1,3.4|. Procedure: 4-[4-(2-Aminoethyl)anilino]-N-(3-methoxyphenethyl)-1-piperidine-carboxamide formate (0.398 g, 0.899 mmol) was reacted with tert-butyl-(4-oxiranylmethoxy-phenoxy)-diphenyl-silane (0.290 g, 0.71 mmol) according to Procedure G to yield (eluant: 20:1 chloroform-methanol) the title compound (0.110 g, 0.14 mmol) Reactants: BrC=1C=C2CCC(NC2=CC1)=O (6-bromo-3,4-dihydroquinolin-2(1H)-one), FC(C1=CC=C(C=C1)B(O)O)(F)F (4-(trifluoromethyl)phenyl boronic acid), C([O-])(O)=O.[Na+] (sodium bicarbonate), O (water), BrC=1C=C2CCC(NC2=CC1)=O (6-bromo-3,4-dihydroquinolin-2(1H)-one). The reagents and catalysts are C=1C=CC(=CC1)[P](C=2C=CC=CC2)(C=3C=CC=CC3)[Pd]([P](C=4C=CC=CC4)(C=5C=CC=CC5)C=6C=CC=CC6)([P](C=7C=CC=CC7)(C=8C=CC=CC8)C=9C=CC=CC9)[P](C=1C=CC=CC1)(C=1C=CC=CC1)C=1C=CC=CC1 (Pd(PPh3)4). Run in CN(C=O)C (N,N-dimethylformamide), C(C)(=O)OCC (ethyl acetate), CO (Methanol). Conditions: time 5 minute. Product: FC(C1=CC=C(C=C1)C=1C=C2CCC(NC2=CC1)=O)(F)F (6-(4-(trifluoromethyl)phenyl)-3,4-dihydroquinolin-2(1H)-one). Isolated yield 75.0%. Reaction SMILES: Br[C:2]1[CH:3]=[C:4]2[C:9](=[CH:10][CH:11]=1)[NH:8][C:7](=[O:12])[CH2:6][CH2:5]2.[F:13][C:14]([F:25])([F:24])[C:15]1[CH:20]=[CH:19][C:18](B(O)O)=[CH:17][CH:16]=1.C(=O)(O)[O-].[Na+].O>CN(C)C=O.C(OCC)(=O)C.C1C=CC([P]([Pd]([P](C2C=CC=CC=2)(C2C=CC=CC=2)C2C=CC=CC=2)([P](C2C=CC=CC=2)(C2C=CC=CC=2)C2C=CC=CC=2)[P](C2C=CC=CC=2)(C2C=CC=CC=2)C2C=CC=CC=2)(C2C=CC=CC=2)C2C=CC=CC=2)=CC=1.CO>[F:13][C:14]([F:25])([F:24])[C:15]1[CH:20]=[CH:19][C:18]([C:2]2[CH:3]=[C:4]3[C:9](=[CH:10][CH:11]=2)[NH:8][C:7](=[O:12])[CH2:6][CH2:5]3)=[CH:17][CH:16]=1 |f:2.3,^1:46,48,67,86|. Procedure details: To a solution of 6-bromo-3,4-dihydroquinolin-2(1H)-one (2.260 g, 10.00 mmol) and 4-(trifluoromethyl)phenyl boronic acid (2.850 g, 15.00 mmol) in N,N-dimethylformamide (50 mL) was added sodium bicarbonate (3.360 g, 40.00 mmol) and water (5 mL). The reaction mixture was stirred for 5 minutes under an atmosphere of dry N2, then Pd(PPh3)4 (579 mg, 0.50 mmol) was added, and the resulting mixture was heated at 70° C. until the starting material (6-bromo-3,4-dihydroquinolin-2(1H)-one) was no longer see... Reactants: [N+](=O)([O-])C1=CC=C(C=C1)C(C)(C)C1=CC=C(C=C1)CC(C)(C)[N+](=O)[O-] (2[ 4-nitrophenyl]-2-[4-(2-nitro-2-methylpropyl)phenyl]propane), [N+](=O)([O-])C1=CC=CC=C1 (nitrobenzene), CC(CC1=CC=CC=C1)([N+](=O)[O-])C (1,1-dimethyl-1-nitro-2-phenylethane), CC(=O)C (acetone). The reagents and catalysts are [Ru] (ruthenium on carbon). The solvent is O1CCOCC1 (dioxane). The product is NC1CCC(CC1)C(C)(C)C1CCC(CC1)CC(C)(C)N (2[4-aminocyclohexyl]-2-[4-(2-amino-2-methylpropyl)cyclohexyl]propane). Yield: 84.3%. RXN SMILES: [N+:1]([C:4]1[CH:9]=[CH:8][C:7]([C:10]([C:13]2[CH:18]=[CH:17][C:16]([CH2:19][C:20]([N+:23]([O-])=O)([CH3:22])[CH3:21])=[CH:15][CH:14]=2)([CH3:12])[CH3:11])=[CH:6][CH:5]=1)([O-])=O.[N+](C1C=CC=CC=1)([O-])=O.CC(C)([N+]([O-])=O)CC1C=CC=CC=1.CC(C)=O>O1CCOCC1.[Ru]>[NH2:1][CH:4]1[CH2:5][CH2:6][CH:7]([C:10]([CH:13]2[CH2:14][CH2:15][CH:16]([CH2:19][C:20]([NH2:23])([CH3:22])[CH3:21])[CH2:17][CH2:18]2)([CH3:12])[CH3:11])[CH2:8][CH2:9]1. Reported procedure: Four grams of 2[ 4-nitrophenyl]-2-[4-(2-nitro-2-methylpropyl)phenyl]propane, prepared from the condensation reaction of nitrobenzene and 1,1-dimethyl-1-nitro-2-phenylethane with acetone, dissolved in 50 ml of dioxane, was hydrogenated at 150° C. and 1400 p.s.i.g. for 5 hours in the presence of 0.55 gram of 10% ruthenium on carbon. The reaction mixture was filtered, and the filtrate was fractionally distilled to produce 2.9 grams of 2[4-aminocyclohexyl]-2-[4-(2-amino-2-methylpropyl)cyclohexyl]pro... Reactants: C(=O)C1=C(C=C(S1)C(=O)O)C (5-formyl-4-methyl-thiophene-2-carboxylic acid), ONC(=N)C1=CC(=C(C(=C1)C)CCC(=O)O)C (3-[4-(N-hydroxycarbamimidoyl)-2,6-dimethyl-phenyl]-propionic acid). Product: C(=O)C1=C(C=C(S1)C1=NC(=NO1)C1=CC(=C(C(=C1)C)CCC(=O)O)C)C (3-{4-[5-(5-Formyl-4-methyl-thiophen-2-yl)-[1,2,4]oxadiazol-3-yl]-2,6-dimethyl-phenyl}-propionic acid). Reaction SMILES: [CH:1]([C:3]1[S:7][C:6]([C:8]([OH:10])=O)=[CH:5][C:4]=1[CH3:11])=[O:2].O[NH:13][C:14]([C:16]1[CH:21]=[C:20]([CH3:22])[C:19]([CH2:23][CH2:24][C:25]([OH:27])=[O:26])=[C:18]([CH3:28])[CH:17]=1)=[NH:15]>>[CH:1]([C:3]1[S:7][C:6]([C:8]2[O:10][N:15]=[C:14]([C:16]3[CH:17]=[C:18]([CH3:28])[C:19]([CH2:23][CH2:24][C:25]([OH:27])=[O:26])=[C:20]([CH3:22])[CH:21]=3)[N:13]=2)=[CH:5][C:4]=1[CH3:11])=[O:2]. Procedure: The title compound is prepared according to Method A starting from 5-formyl-4-methyl-thiophene-2-carboxylic acid and 3-[4-(N-hydroxycarbamimidoyl)-2,6-dimethyl-phenyl]-propionic acid; LC-MS: tR=1.03 min; [M+1]+=371.04; 1H NMR (D6-DMSO): δ 2.36-2.42 (m, 8H), 2.65 (s, 3H), 2.89-2.95 (m, 2H), 7.70 (s, 2H), 8.06 (s, 1H), 10.16 (s, 1H), 12.26 (m, 1H). Starting materials: BrBr (bromine), BrBr (bromine), OO (H2O2), O=CC1=CC(OC)=C(O)C=C1 (vanillin), O=CC1=CC(OC)=C(O)C=C1 (vanillin), OO (hydrogen peroxide). Solvent: C(C)(=O)O (acetic acid), C(C)(=O)O (acetic acid), C(C)(=O)O (acetic acid). Reaction conditions: temperature 20 celsius. Yields the product product, BrC=1C(=C(C=C(C=O)C1)OC)O (5-bromovanillin). Yield: 152.9%. As a reaction SMILES: [O:1]=[CH:2][C:3]1[CH:11]=[CH:10][C:8]([OH:9])=[C:5]([O:6][CH3:7])[CH:4]=1.[Br:12]Br.OO>C(O)(=O)C>[Br:12][C:10]1[C:8]([OH:9])=[C:5]([O:6][CH3:7])[CH:4]=[C:3]([CH:11]=1)[CH:2]=[O:1]. Reported procedure: Anhydrous acetic acid (20 ml) followed by vanillin (7.5 g; 0.05 mole) were charged into a 100-ml round glass flask equipped with a stirring system, thermometer, a dropping funnel and cooled with a water bath at 20° C. Stirring was begun and then, when the vanillin had dissolved, a solution of bromine (4.8 g; 0.03 mole) in acetic acid (10 ml) was added dropwise. The temperature gradually increased to 30° C. When the bromine addition was complete, acetic acid (20 ml) was added, followed, dropwise,... Starting materials: CCC(=Cc1ccc(OC)cc1)CO, ClC(Cl)Cl. The product is CCC(C=O)=Cc1ccc(OC)cc1. Reaction SMILES: [CH3:1][O:2][c:3]1[cH:4][cH:5][c:6]([CH:7]=[C:8]([CH2:9][OH:10])[CH2:11][CH3:12])[cH:13][cH:14]1.[CH:15]([Cl:16])([Cl:17])[Cl:18]>>[CH3:1][O:2][c:3]1[cH:4][cH:5][c:6]([CH:7]=[C:8]([CH:9]=[O:10])[CH2:11][CH3:12])[cH:13][cH:14]1. Product: NC1=NC=2C=CC=CC2C2=C1N=C(N2CCCCNS(=O)(=O)C)CCCC (N-[4-(4-amino-2-butyl-1H-imidazo[4,5-c]quinolin-1-yl)butyl]methanesulfonamide). RXN SMILES: [CH3:1][S:2]([O:5]S(C)(=O)=O)(=O)=[O:3].[NH2:10][CH2:11][CH2:12][CH2:13][CH2:14][N:15]1[C:27]2[C:26]3[CH:25]=[CH:24][CH:23]=[CH:22][C:21]=3[N:20]=[C:19]([NH2:28])[C:18]=2[N:17]=[C:16]1[CH2:29][CH2:30][CH2:31][CH3:32]>C(#N)C>[NH2:28][C:19]1[C:18]2[N:17]=[C:16]([CH2:29][CH2:30][CH2:31][CH3:32])[N:15]([CH2:14][CH2:13][CH2:12][CH2:11][NH:10][S:2]([CH3:1])(=[O:5])=[O:3])[C:27]=2[C:26]2[CH:25]=[CH:24][CH:23]=[CH:22][C:21]=2[N:20]=1. Solvent: C(C)#N (acetonitrile). Procedure: Methanesulfonic anhydride (0.6 g, 3.4 mmol) was added dropwise to a stirring solution of 1-(4-aminobutyl)-2-butyl-1H-imidazo[4,5-c]quinoline-4-amine (1.0 g, 3.2 mmol) and acetonitrile (200 ml). A precipitate formed within a few minutes. The solvent was removed in vacuo and the residue was partitioned between dichloromethane and saturated aqueous sodium bicarbonate. The fractions were separated and the organic fraction was dried (MgSO4), filtered and concentrated to yield the crude product as a w... Reactants: CS(=O)(=O)OS(=O)(=O)C (Methanesulfonic anhydride), NCCCCN1C(=NC=2C(=NC=3C=CC=CC3C21)N)CCCC (1-(4-aminobutyl)-2-butyl-1H-imidazo[4,5-c]quinoline-4-amine).